This data is from the Open Reaction Database (ORD), a public repository of structured organic reaction records. The task is: describe an organic reaction: reactants, conditions, products, and yield Reactants: CC(C)(C)c1cc(C(=O)OCc2ccccc2)[nH]n1, CCOC(=O)c1cc(C(C)(C)C)n[nH]1, COC(=O)C1Cc2cc(B(O)O)ccc2CN1C(=O)OC(C)(C)C, CC(=O)[O-], CC(=O)[O-], ClCCl, [Cu+2], c1ccncc1. Yields the product COC(=O)C1Cc2cc(-n3nc(C(C)(C)C)cc3C(=O)OCc3ccccc3)ccc2CN1C(=O)OC(C)(C)C. As a reaction SMILES: [C:1]([CH3:2])([CH3:3])([CH3:4])[c:5]1[n:6][nH:7][c:8]([C:10](=[O:11])[O:12][CH2:13][c:14]2[cH:15][cH:16][cH:17][cH:18][cH:19]2)[cH:9]1.[C:20]([c:21]1[cH:22][c:23]([C:24]([O:25][CH2:26][CH3:27])=[O:28])[nH:29][n:30]1)([CH3:31])([CH3:32])[CH3:33].[C:34]([CH3:35])([CH3:36])([CH3:37])[O:38][C:39](=[O:40])[N:41]1[CH2:42][c:43]2[cH:44][cH:45][c:46]([B:55]([OH:56])[OH:57])[cH:47][c:48]2[CH2:49][CH:50]1[C:51](=[O:52])[O:53][CH3:54].[C:67]([O-:68])(=[O:69])[CH3:70].[C:72]([O-:73])(=[O:74])[CH3:75].[CH2:64]([Cl:65])[Cl:66].[Cu+2:71].[cH:58]1[cH:59][cH:60][n:61][cH:62][cH:63]1>>[C:1]([CH3:2])([CH3:3])([CH3:4])[c:5]1[n:6][n:7](-[c:46]2[cH:45][cH:44][c:43]3[c:48]([cH:47]2)[CH2:49][CH:50]([C:51](=[O:52])[O:53][CH3:54])[N:41]([C:39]([O:38][C:34]([CH3:35])([CH3:36])[CH3:37])=[O:40])[CH2:42]3)[c:8]([C:10](=[O:11])[O:12][CH2:13][c:14]2[cH:15][cH:16][cH:17][cH:18][cH:19]2)[cH:9]1. Reactants: COc1cc2ncnc(Cl)c2cc1O, OCCN1CCOCC1. Yields the product COc1cc2ncnc(Cl)c2cc1OCCN1CCOCC1. As a reaction SMILES: [Cl:1][c:2]1[n:3][cH:4][n:5][c:6]2[cH:7][c:8]([O:13][CH3:14])[c:9]([OH:12])[cH:10][c:11]12.[O:15]1[CH2:16][CH2:17][N:18]([CH2:21][CH2:22][OH:23])[CH2:19][CH2:20]1>>[Cl:1][c:2]1[n:3][cH:4][n:5][c:6]2[cH:7][c:8]([O:13][CH3:14])[c:9]([O:12][CH2:22][CH2:21][N:18]3[CH2:17][CH2:16][O:15][CH2:20][CH2:19]3)[cH:10][c:11]12. The reactants are COC1=CC=C(C=C1)N(C(C)=O)CCC1=CC(=CC=C1)OC (N-(4-Methoxy-phenyl)-N-[2-(3-methoxyphenyl)-ethyl]-acetamide), [I-].[K+] (Potassium iodide). Solvent: P(=O)(Cl)(Cl)Cl (phosphorus oxychloride). Conditions: time 30 minute. Product: COC=1C=C2CCN(C(C2=CC1)C)C1=CC=C(C=C1)OC (6-methoxy-2-(4-methoxy-phenyl)-1-methyl-1,2,3,4-tetrahydro-isoquinoline). RXN SMILES: [CH3:1][O:2][C:3]1[CH:8]=[CH:7][C:6]([N:9]([CH2:13][CH2:14][C:15]2[CH:20]=[CH:19][CH:18]=[C:17]([O:21][CH3:22])[CH:16]=2)[C:10](=O)[CH3:11])=[CH:5][CH:4]=1.[I-].[K+]>P(Cl)(Cl)(Cl)=O>[CH3:22][O:21][C:17]1[CH:16]=[C:15]2[C:20](=[CH:19][CH:18]=1)[CH:10]([CH3:11])[N:9]([C:6]1[CH:7]=[CH:8][C:3]([O:2][CH3:1])=[CH:4][CH:5]=1)[CH2:13][CH2:14]2 |f:1.2|. Procedure details: N-(4-Methoxy-phenyl)-N-[2-(3-methoxyphenyl)-ethyl]-acetamide (0.60 g) was heated to 80° C. in phosphorus oxychloride (8.4 mL) for 24 h. The reaction was cooled then poured slowly onto ice (150 mL). Potassium iodide (0.65 g) was added. After 30 min, the mixture was extracted with methylene chloride (2×50 mL). The organic extracts were dried over sodium sulfate, filtered through celite and concentrated. The resulting residue was dissolved in methanol (21 mL) and sodium borohydride (0.23 g) was add... Reactants: C1(=CC=CC=C1)C(C(=O)Cl)C1=CC=CC=C1 (diphenylacetyl chloride), C(C#C)N (prop-2-ynylamine). Yields the product C1(=CC=CC=C1)C(C(=O)NCC#C)C1=CC=CC=C1 (2,2-Diphenyl-N-prop-2-ynyl-acetamide). As a reaction SMILES: [C:1]1([CH:7]([C:11]2[CH:16]=[CH:15][CH:14]=[CH:13][CH:12]=2)[C:8](Cl)=[O:9])[CH:6]=[CH:5][CH:4]=[CH:3][CH:2]=1.[CH2:17]([NH2:20])[C:18]#[CH:19]>>[C:1]1([CH:7]([C:11]2[CH:16]=[CH:15][CH:14]=[CH:13][CH:12]=2)[C:8]([NH:20][CH2:17][C:18]#[CH:19])=[O:9])[CH:6]=[CH:5][CH:4]=[CH:3][CH:2]=1. Procedure details: The title compound, white solid, m.p. 131° C. and MS: m/e=249 (M+) was prepared in accordance with the general method of example 1 from diphenylacetyl chloride and prop-2-ynylamine. Procedure: Tributyltin hydride (1.9 mL, 7.2 mmol, 1.0 equiv) and triethoxy(ethynyl)silane (1.5 g, 7.9 mmol, 1.1 equiv) were combined. AIBN (60 mg, 0.36 mmol, 0.05 equiv) was added and the resulting yellow solution was heated to 80° C. Upon reaching 80° C., the reaction exothermed to 104° C. The yellow solution was cooled back to 80° C. and stirred for 20 h. The reaction mixture was cooled to provide the title compound as a pale yellow oil (3.5 g, 99% crude yield): IR (thin film) 2957 (s), 2925 (s), 2873 (m... The yield is 101.4%. Conditions: temperature 80 celsius, time 20 hour. Reagents/catalysts: CC(C)(C#N)N=NC(C)(C)C#N (AIBN). The reactants are C(CCC)[SnH](CCCC)CCCC (Tributyltin hydride), C(C)O[Si](C#C)(OCC)OCC (triethoxy(ethynyl)silane). RXN SMILES: [CH2:1]([SnH:5]([CH2:10][CH2:11][CH2:12][CH3:13])[CH2:6][CH2:7][CH2:8][CH3:9])[CH2:2][CH2:3][CH3:4].[CH2:14]([O:16][Si:17]([O:23][CH2:24][CH3:25])([O:20][CH2:21][CH3:22])[C:18]#[CH:19])[CH3:15]>CC(N=NC(C#N)(C)C)(C#N)C>[CH2:21]([O:20][Si:17]([O:23][CH2:24][CH3:25])([O:16][CH2:14][CH3:15])/[CH:18]=[CH:19]/[Sn:5]([CH2:1][CH2:2][CH2:3][CH3:4])([CH2:6][CH2:7][CH2:8][CH3:9])[CH2:10][CH2:11][CH2:12][CH3:13])[CH3:22]. Product: C(C)O[Si](\C=C\[Sn](CCCC)(CCCC)CCCC)(OCC)OCC ((E)-triethoxy(2-(tributylstannyl)vinyl)silane).